Task: describe an organic reaction: reactants, conditions, products, and yield. Dataset: the Open Reaction Database (ORD), a public repository of structured organic reaction records The reactants are O=C(OCC1OC(O)(Br)C(OC(=O)c2ccccc2)C1OC(=O)c1ccccc1)c1ccccc1, CC#N, O=[N+]([O-])c1ncc[nH]1. The product is O=C(OCC1OC(n2ccnc2[N+](=O)[O-])C(OC(=O)c2ccccc2)C1OC(=O)c1ccccc1)c1ccccc1. Reaction SMILES: [Br:9][C:10]1([OH:11])[CH:12]([O:13][C:14]([c:15]2[cH:16][cH:17][cH:18][cH:19][cH:20]2)=[O:21])[CH:22]([O:23][C:24]([c:25]2[cH:26][cH:27][cH:28][cH:29][cH:30]2)=[O:31])[CH:32]([CH2:34][O:35][C:36]([c:37]2[cH:38][cH:39][cH:40][cH:41][cH:42]2)=[O:43])[O:33]1.[CH3:44][C:45]#[N:46].[N+:1](=[O:2])([O-:3])[c:4]1[nH:5][cH:6][cH:7][n:8]1>>[N+:1](=[O:2])([O-:3])[c:4]1[n:5]([CH:10]2[CH:12]([O:13][C:14]([c:15]3[cH:16][cH:17][cH:18][cH:19][cH:20]3)=[O:21])[CH:22]([O:23][C:24]([c:25]3[cH:26][cH:27][cH:28][cH:29][cH:30]3)=[O:31])[CH:32]([CH2:34][O:35][C:36]([c:37]3[cH:38][cH:39][cH:40][cH:41][cH:42]3)=[O:43])[O:33]2)[cH:6][cH:7][n:8]1. Reactants: O=C1CC2=C(N(C3=C1C=CC=C3)C(=O)N)C=CC=C2 (10,11-dihydro-10-oxo-5H-dibenz[b,f]azepine-5-carboxamide), Cl.NO (hydroxylamine hydrochloride), N1=CC=CC=C1 (pyridine). The solvent is alcohol. Product: ON=C1CC2=C(N(C3=C1C=CC=C3)C(=O)N)C=CC=C2 (10,11-dihydro-10-hydroxyimino-5H-dibenz[b,f]azepine-5-carboxamide). Reaction SMILES: O=[C:2]1[C:8]2[CH:9]=[CH:10][CH:11]=[CH:12][C:7]=2[N:6]([C:13]([NH2:15])=[O:14])[C:5]2[CH:16]=[CH:17][CH:18]=[CH:19][C:4]=2[CH2:3]1.Cl.[NH2:21][OH:22].N1C=CC=CC=1>>[OH:22][N:21]=[C:2]1[C:8]2[CH:9]=[CH:10][CH:11]=[CH:12][C:7]=2[N:6]([C:13]([NH2:15])=[O:14])[C:5]2[CH:16]=[CH:17][CH:18]=[CH:19][C:4]=2[CH2:3]1 |f:1.2|. Procedure details: A suspension of 4.0 g (15.86 mmol) of 10,11-dihydro-10-oxo-5H-dibenz[b,f]azepine-5-carboxamide and 3.86 g (55.49 mmol) of hydroxylamine hydrochloride in 100 mL of absolute alcohol was treated with 3.76 g (47.57 mmol) of pyridine. The mixture was heated at reflux for 1 hour and then the ethanol was removed by evaporation under reduced pressure. The residue was partitioned between 150 mL of water and 150 mL of dichloromethane. The organic layer was separated and washed with 50 mL of 1M aqueous HCl... Reactants: BrBr (bromine), C(=O)(O)[O-].[Na+] (NaHCO3), CC(C=CC(C)=O)C (5-methyl-3-hexen-2-one). Run in C(Cl)(Cl)(Cl)Cl (CCl4), C(Cl)(Cl)(Cl)Cl (CCl4). Run at time 2 hour. The product is BrC(C(C)=O)=CC(C)C (3-bromo-5-methyl-3-hexen-2-one). Yield: 43.0%. RXN SMILES: [Br:1]Br.C([O-])(O)=O.[Na+].[CH3:8][CH:9]([CH3:15])[CH:10]=[CH:11][C:12](=[O:14])[CH3:13]>C(Cl)(Cl)(Cl)Cl>[Br:1][C:11](=[CH:10][CH:9]([CH3:15])[CH3:8])[C:12](=[O:14])[CH3:13] |f:1.2|. Procedure details: A solution of 84 g of bromine in 75 ml of CCl4 was added dropwise to a mixture of 42 g of NaHCO3 and 56 g of 5-methyl-3-hexen-2-one in 175 ml of CCl4 at 0° C. while stirring in the course of 2 hours. The reaction mixture was stirred for a further hour at 0° C. and then filtered off and evaporated down. The residue was taken up in 150 ml of a 1:1 mixture of ethanol and water, to which 63 g of NaHCO3 had been added. The mixture was heated to reflux while stirring for 2 hours. After cooling, it was... The reactants are C1(=CC=CC=C1)C1=NNC(C1)=O (3-Phenyl-4,5-dihydro-1H-pyrazol-5-one), [H-].[Na+] (sodium hydride), ClC1=NC=NC2=CC(=C(C=C12)OC)OCCCN1CCN(CC1)C (4-chloro-6-methoxy-7-(3-(4-methylpiperazin-1-yl)propoxy)quinazoline). The solvent is [Cl-].[NH4+] (ammonium chloride), CN(C)C=O (DMF). Reaction conditions: time 30 minute. The product is COC=1C=C2C(=NC=NC2=CC1OCCCN1CCN(CC1)C)OC1=NNC(=C1)C1=CC=CC=C1 (6-methoxy-7-(3-(4-methylpiperazin-1-yl)propoxy)-4-(5-phenylpyrazol-3-yloxy)quinazoline). The yield is 76.2%. Reaction SMILES: [C:1]1([C:7]2[CH2:11][C:10](=[O:12])[NH:9][N:8]=2)[CH:6]=[CH:5][CH:4]=[CH:3][CH:2]=1.[H-].[Na+].Cl[C:16]1[C:25]2[C:20](=[CH:21][C:22]([O:28][CH2:29][CH2:30][CH2:31][N:32]3[CH2:37][CH2:36][N:35]([CH3:38])[CH2:34][CH2:33]3)=[C:23]([O:26][CH3:27])[CH:24]=2)[N:19]=[CH:18][N:17]=1>CN(C=O)C.[Cl-].[NH4+]>[CH3:27][O:26][C:23]1[CH:24]=[C:25]2[C:20](=[CH:21][C:22]=1[O:28][CH2:29][CH2:30][CH2:31][N:32]1[CH2:33][CH2:34][N:35]([CH3:38])[CH2:36][CH2:37]1)[N:19]=[CH:18][N:17]=[C:16]2[O:12][C:10]1[CH:11]=[C:7]([C:1]2[CH:2]=[CH:3][CH:4]=[CH:5][CH:6]=2)[NH:8][N:9]=1 |f:1.2,5.6|. Reported procedure: 3-Phenyl-4,5-dihydro-1H-pyrazol-5-one (182 mg, 1.14 mmol), (J. Org. Chem., 1967, 32, 3321-3324), was added in portions to a suspension of sodium hydride (46 mg, 1.14 mmol, prewashed with pentane) in DMF (3 ml). After stirring for 30 minutes at ambient temperature, 4-chloro-6-methoxy-7-(3-(4-methylpiperazin-1-yl)propoxy)quinazoline (200 mg, 0.57 mmol) was added. The mixture was stirred for 30 minutes at 60° C. After cooling, the mixture was diluted with saturated aqueous ammonium chloride solutio... The reactants are OC=1C=C2CCN(C(C2=CC1)=O)CCCC1=CC=CC=C1 (6-hydroxy-2-(3-phenylpropyl)-1-oxo-1,2,3,4-tetrahydroisoquinoline), ClCC(=C)C (3-chloro-2-methylpropene), C(=O)([O-])[O-].[Cs+].[Cs+] (Cs2CO3). The solvent is CC(=O)C (acetone). The product is CC(COC=1C=C2CCN(C(C2=CC1)=O)CCCC1=CC=CC=C1)=C (6-(2-methyl-2-propenyloxy)-2-(3-phenylpropyl)-1-oxo-1,2,3,4-tetrahydroisoquinoline). RXN SMILES: [OH:1][C:2]1[CH:3]=[C:4]2[C:9](=[CH:10][CH:11]=1)[C:8](=[O:12])[N:7]([CH2:13][CH2:14][CH2:15][C:16]1[CH:21]=[CH:20][CH:19]=[CH:18][CH:17]=1)[CH2:6][CH2:5]2.Cl[CH2:23][C:24]([CH3:26])=[CH2:25].C([O-])([O-])=O.[Cs+].[Cs+]>CC(C)=O>[CH3:25][C:24](=[CH2:23])[CH2:26][O:1][C:2]1[CH:3]=[C:4]2[C:9](=[CH:10][CH:11]=1)[C:8](=[O:12])[N:7]([CH2:13][CH2:14][CH2:15][C:16]1[CH:21]=[CH:20][CH:19]=[CH:18][CH:17]=1)[CH2:6][CH2:5]2 |f:2.3.4|. Reported procedure: To a solution of 6-hydroxy-2-(3-phenylpropyl)-1-oxo-1,2,3,4-tetrahydroisoquinoline (1.5 g, 5.34 mmol) in acetone (80 ml) is added 3-chloro-2-methylpropene (8 ml, 8.01 mmol), Cs2CO3 and a catalytic amount of Kl. The reaction is then refluxed for 24 hours. After this time the reaction mixture is cooled to ambient temperature and filtered. The filter cake is washed with acetone (3×50 ml) and the combined organics concentrated in vacuo. The residue is chromatographed (silica gel, 1:4 EtOAc/hexane) t... The reactants are ice, COC(=O)C1=CC=C2C(=C(NC2=C1)C=1C=C2C=CC(=NC2=CC1)C1=C(C=CC(=C1)OC)C1=CC=C(C=C1)Cl)C1CCCCC1 (2-[2-(4′-Chloro-4-methoxy-biphenyl-2-yl)-quinolin-6-yl]-3-cyclohexyl-1H-indole-6-carboxylic acid methyl ester), BrCCOC(C)=O (bromoethylacetate), [H-].[Na+] (NaH). The solvent is CN(C)C=O (DMF). Reaction conditions: time 20 minute. Yields the product COC(=O)C1=CC=C2C(=C(N(C2=C1)CC(=O)OC)C=1C=C2C=CC(=NC2=CC1)C1=C(C=CC(=C1)OC)C1=CC=C(C=C1)Cl)C1CCCCC1 (2-[2-(4′-Chloro-4-methoxy-biphenyl-2-yl)-quinolin-6-yl]-3-cyclohexyl-1-methoxycarbonylmethyl-1H-indole-6-carboxylic acid methyl ester). Isolated yield 39.3%. As a reaction SMILES: [CH3:1][O:2][C:3]([C:5]1[CH:13]=[C:12]2[C:8]([C:9]([CH:39]3[CH2:44][CH2:43][CH2:42][CH2:41][CH2:40]3)=[C:10]([C:14]3[CH:15]=[C:16]4[C:21](=[CH:22][CH:23]=3)[N:20]=[C:19]([C:24]3[CH:29]=[C:28]([O:30][CH3:31])[CH:27]=[CH:26][C:25]=3[C:32]3[CH:37]=[CH:36][C:35]([Cl:38])=[CH:34][CH:33]=3)[CH:18]=[CH:17]4)[NH:11]2)=[CH:7][CH:6]=1)=[O:4].BrC[CH2:47][O:48][C:49](=[O:51])[CH3:50].[H-].[Na+]>CN(C=O)C>[CH3:1][O:2][C:3]([C:5]1[CH:13]=[C:12]2[C:8]([C:9]([CH:39]3[CH2:44][CH2:43][CH2:42][CH2:41][CH2:40]3)=[C:10]([C:14]3[CH:15]=[C:16]4[C:21](=[CH:22][CH:23]=3)[N:20]=[C:19]([C:24]3[CH:29]=[C:28]([O:30][CH3:31])[CH:27]=[CH:26][C:25]=3[C:32]3[CH:33]=[CH:34][C:35]([Cl:38])=[CH:36][CH:37]=3)[CH:18]=[CH:17]4)[N:11]2[CH2:50][C:49]([O:48][CH3:47])=[O:51])=[CH:7][CH:6]=1)=[O:4] |f:2.3|. Procedure details: To a mixture of intermediate 15-2 (1.024 g, 1.7 mmol) and bromoethylacetate (388 mg, 1.5 eq) in dry DMF (30 mL) was added NaH (60% dispersion in mineral oil, 122 mg, 1.8 eq) at 0° C. After stirring for 20 min at this temperature, the reaction mixture was warmed up to room temperature. After 24 h, the reaction mixture was poured into 300 mL of ice-cold water. The formed yellow solid was filtered off, washed with petroleum ether and purified by column chromatography (CH2Cl2) to give 450 mg (39%) o... Reactants: [OH-].[Na+] (sodium hydroxide), CC1NC2=CC=CC=C2CC1 (2-methyl-1,2,3,4-tetrahydroquinoline), [H-].[Na+] (sodium hydride), ClCC1=CC=C(COC2=CC=C(C=C2)CCC(=O)OC)C=C1 (Methyl 3-(4-{[4-(chloromethyl)benzyl]oxy}phenyl)propanoate), [I-].[Na+] (sodium iodide), Cl (hydrochloric acid). Solvent: O1CCCC1 (tetrahydrofuran), CO (methanol), C(C)(=O)OCC (ethyl acetate), CN(C=O)C (N,N-dimethylformamide), C(C)(=O)OCC (ethyl acetate). Reaction conditions: temperature 0 celsius. Product: CC1N(C2=CC=CC=C2CC1)CC1=CC=C(COC2=CC=C(C=C2)CCC(=O)O)C=C1 (3-[4-({4-[(2-methyl-3,4-dihydroquinolin-1 (2H)-yl)methyl]benzyl}oxy)phenyl]propanoic acid). The yield is 45.9%. Reaction SMILES: [CH3:1][CH:2]1[CH2:11][CH2:10][C:9]2[C:4](=[CH:5][CH:6]=[CH:7][CH:8]=2)[NH:3]1.[H-].[Na+].Cl[CH2:15][C:16]1[CH:35]=[CH:34][C:19]([CH2:20][O:21][C:22]2[CH:27]=[CH:26][C:25]([CH2:28][CH2:29][C:30]([O:32]C)=[O:31])=[CH:24][CH:23]=2)=[CH:18][CH:17]=1.[I-].[Na+].[OH-].[Na+].Cl>CN(C)C=O.C(OCC)(=O)C.O1CCCC1.CO>[CH3:1][CH:2]1[CH2:11][CH2:10][C:9]2[C:4](=[CH:5][CH:6]=[CH:7][CH:8]=2)[N:3]1[CH2:15][C:16]1[CH:35]=[CH:34][C:19]([CH2:20][O:21][C:22]2[CH:27]=[CH:26][C:25]([CH2:28][CH2:29][C:30]([OH:32])=[O:31])=[CH:24][CH:23]=2)=[CH:18][CH:17]=1 |f:1.2,4.5,6.7|. Procedure details: To a solution of 2-methyl-1,2,3,4-tetrahydroquinoline (0.19 mL, 1.32 mmol) in N,N-dimethylformamide (3.5 mL) was added sodium hydride (60% in oil, 53 mg, 1.32 mmol) with stirring at 0° C., and the mixture was stirred at the same temperature for 10 min. Methyl 3-(4-{[4-(chloromethyl)benzyl]oxy}phenyl)propanoate (0.35 g, 1.10 mmol) and sodium iodide (0.20 g, 1.32 mmol) were added to the obtained mixture and the mixture was stirred at room temperature for 18 hr. The reaction mixture was diluted wit...